describe an organic reaction: reactants, conditions, products, and yield From a dataset of the Open Reaction Database (ORD), a public repository of structured organic reaction records. Starting materials: O=C([O-])O, CCO, Clc1ccccc1C1CO1, Cl, N#C[K], [Na+], O. The product is N#CCC(O)c1ccccc1Cl. RXN SMILES: [C:14](=[O:15])([O-:16])[OH:17].[CH3:19][CH2:20][OH:21].[Cl:1][c:2]1[c:3]([CH:8]2[O:9][CH2:10]2)[cH:4][cH:5][cH:6][cH:7]1.[ClH:23].[K:11][C:12]#[N:13].[Na+:18].[OH2:22]>>[Cl:1][c:2]1[c:3]([CH:8]([OH:9])[CH2:10][C:12]#[N:13])[cH:4][cH:5][cH:6][cH:7]1. Starting materials: CO, COC(=O)C1CC2CCCC(C1)C2N1CC(COc2ccc(C#N)cn2)C(C)(C)C1=O, [Li+], C1CCOC1, [OH-], O. Product: CC1(C)C(=O)N(C2C3CCCC2CC(C(=O)O)C3)CC1COc1ccc(C#N)cn1. RXN SMILES: [CH3:34][OH:35].[CH3:3][O:4][C:5](=[O:6])[CH:7]1[CH2:8][CH:9]2[CH2:10][CH2:11][CH2:12][CH:13]([CH2:14]1)[CH:15]2[N:16]1[C:17](=[O:33])[C:18]([CH3:31])([CH3:32])[CH:19]([CH2:21][O:22][c:23]2[n:24][cH:25][c:26]([C:29]#[N:30])[cH:27][cH:28]2)[CH2:20]1.[Li+:2].[O:37]1[CH2:38][CH2:39][CH2:40][CH2:41]1.[OH-:1].[OH2:36]>>[O:4]=[C:5]([OH:6])[CH:7]1[CH2:8][CH:9]2[CH2:10][CH2:11][CH2:12][CH:13]([CH2:14]1)[CH:15]2[N:16]1[C:17](=[O:33])[C:18]([CH3:31])([CH3:32])[CH:19]([CH2:21][O:22][c:23]2[n:24][cH:25][c:26]([C:29]#[N:30])[cH:27][cH:28]2)[CH2:20]1. The reactants are Cl (hydrochloric acid), BrC=1C2=CC=CC=C2C(=C2C=CC=CC12)C1=CC=C(C=C1)C1=CC2=CC=CC=C2C=C1 (9-Bromo-10-(4-naphthalene-2-yl-phenyl)anthracene), CCCCCC.C(CCC)[Li] (n-butyllithium hexane), B(OC)(OC)OC (trimethyl borate). The solvent is CCOCC (ether), C1(=CC=CC=C1)C (toluene), CCOCC (ether). Reaction conditions: temperature -40 celsius, time 30 minute. The product is C1=C(C=CC2=CC=CC=C12)C1=CC=C(C=C1)C1=C2C=CC=CC2=C(C2=CC=CC=C12)B(O)O (10-(4-naphthalene-2-yl-phenyl)anthracene-9-boronic acid). Isolated yield 67.0%. Reaction SMILES: Br[C:2]1[C:3]2[C:8]([C:9]([C:16]3[CH:21]=[CH:20][C:19]([C:22]4[CH:31]=[CH:30][C:29]5[C:24](=[CH:25][CH:26]=[CH:27][CH:28]=5)[CH:23]=4)=[CH:18][CH:17]=3)=[C:10]3[C:15]=1[CH:14]=[CH:13][CH:12]=[CH:11]3)=[CH:7][CH:6]=[CH:5][CH:4]=2.CCCCCC.C([Li])CCC.[B:43]([O:48]C)(OC)[O:44]C.Cl>C1(C)C=CC=CC=1.CCOCC>[CH:23]1[C:24]2[C:29](=[CH:28][CH:27]=[CH:26][CH:25]=2)[CH:30]=[CH:31][C:22]=1[C:19]1[CH:20]=[CH:21][C:16]([C:9]2[C:8]3[C:3](=[CH:4][CH:5]=[CH:6][CH:7]=3)[C:2]([B:43]([OH:48])[OH:44])=[C:15]3[C:10]=2[CH:11]=[CH:12][CH:13]=[CH:14]3)=[CH:17][CH:18]=1 |f:1.2|. Reported procedure: 9-Bromo-10-(4-naphthalene-2-yl-phenyl)anthracene 13.8 g was dispersed in dehydrated toluene 80 ml and dehydrated ether 80 ml, and the mixture was cooled down to −30° C. A 1.58M n-butyllithium hexane solution 21. 0 ml was dropwise added thereto, and after the solution was stirred at −40° C. for 30 minutes, the temperature was elevated up to −10° C. The solution was cooled again down to −70° C., and a dehydrated ether solution of trimethyl borate 10.0 ml was gradually added thereto. The solution w... Reactants: NC1=NC(=NC(=N1)Cl)C#N (2-amino-4-chloro-6-cyano-[1,3,5]triazine), NC1=NC(=NC(=N1)Cl)C#N (2-amino-4-chloro-6-cyano-[1,3,5]triazine), CN(C)C=O (DMF), C(C)(C)N(CC)C(C)C (diisopropylethylamine), CNC1=CC=CC=C1 (N-methyl-aniline). The solvent is CCOC(=O)C (EtOAc). Product: NC1=NC(=NC(=N1)N(C1=CC=CC=C1)C)C#N (4-Amino-6-(methyl-phenyl-amino)-[1,3,5]triazine-2-carbonitrile). RXN SMILES: [NH2:1][C:2]1[N:7]=[C:6](Cl)[N:5]=[C:4]([C:9]#[N:10])[N:3]=1.CN(C=O)C.C(N(C(C)C)CC)(C)C.[CH3:25][NH:26][C:27]1[CH:32]=[CH:31][CH:30]=[CH:29][CH:28]=1>CCOC(C)=O>[NH2:1][C:2]1[N:7]=[C:6]([N:26]([CH3:25])[C:27]2[CH:32]=[CH:31][CH:30]=[CH:29][CH:28]=2)[N:5]=[C:4]([C:9]#[N:10])[N:3]=1. Reported procedure: To 2-amino-4-chloro-6-cyano-[1,3,5]triazine (Intermediate 3, 243 mg, 1.6 mmol) was added anhydrous DMF (5 mL), diisopropylethylamine (0.54 mL, 3.1 mmol) and N-methyl-aniline (184 mg, 1.7 mmol). The mixture was heated at 90 C in a pressure tube for 18 h before allowing to cool to room temperature. The reaction mixture was diluted with EtOAc (20 mL), washed with water (2×10 mL) and the organic layer was dried over anhydrous sodium sulfate and concentrated under reduced pressure to furnish the desi... Starting materials: CN(C(=O)Cl)C1=CC=C(C=C1)OC(F)(F)F (N-Methyl-N-(4-trifluoromethoxyphenyl)-carbamoyl chloride), C(C)(C)N(C(C)C)CC (N,N-diisopropylethylamine), ClC=1N(C=C(N1)[N+](=O)[O-])C[C@@](CO)(C)O ((R)-2-chloro-1-(2,3-dihydroxy-2-methylpropyl)-4-nitroimidazole). Reagents/catalysts: CN(C1=CC=NC=C1)C (4-dimethylaminopyridine). Run in C1(=CC=CC=C1)C (toluene), C(C)(=O)OCC (ethyl acetate). Conditions: temperature 100 celsius, time 5 hour. Yields the product CN(C(OC[C@](CN1C(=NC(=C1)[N+](=O)[O-])Cl)(C)O)=O)C1=CC=C(C=C1)OC(F)(F)F ((R)-3-(2-chloro-4-nitroimidazol-1-yl)-2-hydroxy-2-methylpropyl N-methyl-N-(4-trifluoromethoxyphenyl)carbamate). The yield is 66.0%. RXN SMILES: [CH3:1][N:2]([C:6]1[CH:11]=[CH:10][C:9]([O:12][C:13]([F:16])([F:15])[F:14])=[CH:8][CH:7]=1)[C:3](Cl)=[O:4].C(N(CC)C(C)C)(C)C.[Cl:26][C:27]1[N:28]([CH2:35][C@:36]([OH:40])([CH3:39])[CH2:37][OH:38])[CH:29]=[C:30]([N+:32]([O-:34])=[O:33])[N:31]=1>CN(C)C1C=CN=CC=1.C1(C)C=CC=CC=1.C(OCC)(=O)C>[CH3:1][N:2]([C:6]1[CH:7]=[CH:8][C:9]([O:12][C:13]([F:14])([F:15])[F:16])=[CH:10][CH:11]=1)[C:3](=[O:4])[O:38][CH2:37][C@@:36]([OH:40])([CH3:39])[CH2:35][N:28]1[CH:29]=[C:30]([N+:32]([O-:34])=[O:33])[N:31]=[C:27]1[Cl:26]. Procedure: N-Methyl-N-(4-trifluoromethoxyphenyl)-carbamoyl chloride (1.33 g, 5.23 mmol), N,N-diisopropylethylamine (1.2 ml, 6.97 mmol) and 4-dimethylaminopyridine (85 mg, 0.70 mmol) were added to a suspension of (R)-2-chloro-1-(2,3-dihydroxy-2-methyl)propyl-4-nitroimidazole prepared in Example 10 (0.82 g, 3.48 mmol) in toluene (10 ml) followed by stirring at 100° C. for 5 hours. The reaction mixture was diluted with ethyl acetate, and the solution was washed with water, dried over magnesium sulfate and the...